describe an organic reaction: reactants, conditions, products, and yield From a dataset of the Open Reaction Database (ORD), a public repository of structured organic reaction records. The reactants are CN(C)C=O, NS(=O)(=O)c1ccc(F)c(Cl)c1, [H-], [Na+], CC(C)(C)OC(=O)N1CCOC(CO)C1. Product: CC(C)(C)OC(=O)N1CCOC(COc2ccc(S(N)(=O)=O)cc2Cl)C1. As a reaction SMILES: [CH3:30][N:31]([CH3:32])[CH:33]=[O:34].[Cl:18][c:19]1[cH:20][c:21]([S:26](=[O:27])(=[O:28])[NH2:29])[cH:22][cH:23][c:24]1[F:25].[H-:16].[Na+:17].[OH:1][CH2:2][CH:3]1[O:4][CH2:5][CH2:6][N:7]([C:9](=[O:10])[O:11][C:12]([CH3:13])([CH3:14])[CH3:15])[CH2:8]1>>[O:1]([CH2:2][CH:3]1[O:4][CH2:5][CH2:6][N:7]([C:9](=[O:10])[O:11][C:12]([CH3:13])([CH3:14])[CH3:15])[CH2:8]1)[c:24]1[c:19]([Cl:18])[cH:20][c:21]([S:26](=[O:27])(=[O:28])[NH2:29])[cH:22][cH:23]1. The reactants are Cl.OCCNC1=CC(=NC2=CC=CC=C12)C (4-(2-hydroxyethyl)amino-2-methylquinoline hydrochloride), ClC1=CC(=NC2=CC=CC=C12)C (4-chloroquinaldine), C(O)CN (ethanolamine). Solvent: CN(C)C=O (DMF). Product: CC1(NC2=CC=CC=C2C=C1)NCCOC1=CC(=NC2=CC=CC=C12)C ((2-Methyl-quinolin-2-yl)-[2-(2-methyl-quinolin-4-yloxy)-ethyl]amine). Reaction SMILES: Cl.OCCN[C:6]1[C:15]2[C:10](=[CH:11][CH:12]=[CH:13][CH:14]=2)[N:9]=[C:8]([CH3:16])[CH:7]=1.Cl[C:18]1[C:27]2[C:22](=[CH:23][CH:24]=[CH:25][CH:26]=2)[N:21]=[C:20]([CH3:28])[CH:19]=1.[CH2:29]([CH2:31][NH2:32])[OH:30]>CN(C=O)C>[CH3:28][C:20]1([NH:32][CH2:31][CH2:29][O:30][C:6]2[C:15]3[C:10](=[CH:11][CH:12]=[CH:13][CH:14]=3)[N:9]=[C:8]([CH3:16])[CH:7]=2)[CH:19]=[CH:18][C:27]2[C:22](=[CH:23][CH:24]=[CH:25][CH:26]=2)[NH:21]1 |f:0.1|. Reported procedure: (2-Methyl-quinolin-2-yl)-[2-(2-methyl-quinolin-4-yloxy)-ethyl]amine ##STR56## 0.72 g (2.9 mmol) of 4-(2-hydroxyethyl)amino-2-methylquinoline hydrochloride, obtained from 4-chloroquinaldine and ethanolamine, in 20 ml of absolute DMF are treated with 100 mg (3.2 mmol) of 80% pure sodium hydride in paraffin under argon. After the mixture has been stirred for 1 hour at 50° , a further 0.3 g of 4-chloroquinaldine is added. After the mixture has been stirred for 20 hours at 50°, a further 100 mg of so... Reactants: C(C)(C)(C)OC(NC1=C(C=C(C=C1)F)N)=O ((2-amino-4-fluoro-phenyl)-carbamic acid tert-butyl ester), C(C)(C)(C)OC(CC(=O)C1=CC(=CC=C1)C=1C=NC(=CC1)C)=O (3-[3-(6-methyl-pyridin-3-yl)-phenyl]-3-oxo-propionic acid tert-butyl ester). Product: C(C)(C)(C)OC(NC1=C(C=C(C=C1)F)NC(CC(=O)C1=CC(=CC=C1)C=1C=NC(=CC1)C)=O)=O ((4-Fluoro-2-{3-[3-(6-methyl-pyridin-3-yl)-phenyl]-3-oxo-propionylamino}-phenyl)-carbamic acid tert-butyl ester), solid. Reaction SMILES: [C:1]([O:5][C:6](=[O:16])[NH:7][C:8]1[CH:13]=[CH:12][C:11]([F:14])=[CH:10][C:9]=1[NH2:15])([CH3:4])([CH3:3])[CH3:2].C([O:21][C:22](=O)[CH2:23][C:24]([C:26]1[CH:31]=[CH:30][CH:29]=[C:28]([C:32]2[CH:33]=[N:34][C:35]([CH3:38])=[CH:36][CH:37]=2)[CH:27]=1)=[O:25])(C)(C)C>>[C:1]([O:5][C:6](=[O:16])[NH:7][C:8]1[CH:13]=[CH:12][C:11]([F:14])=[CH:10][C:9]=1[NH:15][C:22](=[O:21])[CH2:23][C:24]([C:26]1[CH:31]=[CH:30][CH:29]=[C:28]([C:32]2[CH:33]=[N:34][C:35]([CH3:38])=[CH:36][CH:37]=2)[CH:27]=1)=[O:25])([CH3:4])([CH3:2])[CH3:3]. Procedure details: The title compound was prepared from (2-amino-4-fluoro-phenyl)-carbamic acid tert-butyl ester (Example J2) (170 mg, 0.75 mmol) and 3-[3-(6-methyl-pyridin-3-yl)-phenyl]-3-oxo-propionic acid tert-butyl ester (Example K4) (234 mg, 0.75 mmol) according to the general procedure M. Obtained as a light yellow solid (323 mg). The reactants are C(C)(=O)O[BH-](OC(C)=O)OC(C)=O.[Na+] (sodium triacetoxyborohydride), C(C)(=O)O[BH-](OC(C)=O)OC(C)=O.[Na+] (sodium triacetoxyborohydride), NC=1C(=C(C(=O)OC)C=C(C1)Br)C (methyl 3-amino-5-bromo-2-methylbenzoate), O1CCC(CC1)=O (dihydro-2H-pyran-4(3H)-one), C(C)(=O)O (Acetic acid). The solvent is O (water), C(=O)(O)[O-].[Na+] (NaHCO3), ClCCCl (1,2-dichloroethane). Run at time 30 minute. Product: BrC=1C=C(C(=C(C(=O)OC)C1)C)NC1CCOCC1 (methyl 5-bromo-2-methyl-3-((tetrahydro-2H-pyran-4-yl)amino)benzoate). The yield is 75.0%. As a reaction SMILES: [NH2:1][C:2]1[C:3]([CH3:13])=[C:4]([CH:9]=[C:10]([Br:12])[CH:11]=1)[C:5]([O:7][CH3:8])=[O:6].[O:14]1[CH2:19][CH2:18][C:17](=O)[CH2:16][CH2:15]1.C(O)(=O)C.C(O[BH-](OC(=O)C)OC(=O)C)(=O)C.[Na+]>ClCCCl.O.C([O-])(O)=O.[Na+]>[Br:12][C:10]1[CH:11]=[C:2]([NH:1][CH:17]2[CH2:18][CH2:19][O:14][CH2:15][CH2:16]2)[C:3]([CH3:13])=[C:4]([CH:9]=1)[C:5]([O:7][CH3:8])=[O:6] |f:3.4,7.8|. Procedure: A 1 L round-bottomed flask was charged with methyl 3-amino-5-bromo-2-methylbenzoate (15.26 g, 62.5 mmol) and dihydro-2H-pyran-4(3H)-one (9.39 g, 94 mmol) in 1,2-dichloroethane (DCE) (250 mL) to give a yellow solution at room temperature under nitrogen. Acetic acid (21.47 mL, 375 mmol) was added to the reaction mixture. After 30 min, sodium triacetoxyborohydride (39.8 g, 188 mmol) was added to the reaction mixture. After 3 h, sodium triacetoxyborohydride (39.8 g, 188 mmol) was added to the reacti... Reactants: c1ccc2c(c1)CNC2, C1COCCO1, COc1ccc(N=C=O)c(C)c1. The product is COc1ccc(NC(=O)N2Cc3ccccc3C2)c(C)c1. RXN SMILES: [CH2:1]1[NH:2][CH2:3][c:4]2[cH:5][cH:6][cH:7][cH:8][c:9]21.[CH2:22]1[O:23][CH2:24][CH2:25][O:26][CH2:27]1.[CH3:10][O:11][c:12]1[cH:13][c:14]([CH3:21])[c:15]([N:18]=[C:19]=[O:20])[cH:16][cH:17]1>>[CH2:1]1[N:2]([C:19]([NH:18][c:15]2[c:14]([CH3:21])[cH:13][c:12]([O:11][CH3:10])[cH:17][cH:16]2)=[O:20])[CH2:3][c:4]2[cH:5][cH:6][cH:7][cH:8][c:9]21. The reactants are CC1=CC=C(C=C1)B(O)O (p-methylbenzeneboronic acid), BrC1=CC=2N=CN=C(C2S1)NC=1C=C2C=CNC2=CC1 ((6-bromo-thieno[3,2-d]pyrimidin-4-yl)-(1H-indol-5-yl)-amine). Yields the product N1C=CC2=CC(=CC=C12)NC=1C2=C(N=CN1)C=C(S2)C2=CC=C(C=C2)C ((1H-Indol-5-yl)-(6-p-tolyl-thieno[3,2-d]pyrimidin-4-yl)-amine). RXN SMILES: [CH3:1][C:2]1[CH:7]=[CH:6][C:5](B(O)O)=[CH:4][CH:3]=1.Br[C:12]1[S:20][C:19]2[C:18]([NH:21][C:22]3[CH:23]=[C:24]4[C:28](=[CH:29][CH:30]=3)[NH:27][CH:26]=[CH:25]4)=[N:17][CH:16]=[N:15][C:14]=2[CH:13]=1>>[NH:27]1[C:28]2[C:24](=[CH:23][C:22]([NH:21][C:18]3[C:19]4[S:20][C:12]([C:5]5[CH:6]=[CH:7][C:2]([CH3:1])=[CH:3][CH:4]=5)=[CH:13][C:14]=4[N:15]=[CH:16][N:17]=3)=[CH:30][CH:29]=2)[CH:25]=[CH:26]1. Procedure: The title compound was prepared from p-methylbenzeneboronic acid and (6-bromo-thieno[3,2-d]pyrimidin-4-yl)-(1H-indol-5-yl)-amine by a procedure analogous to example 2. 1H NMR (400 MHz, DMSO) d 11.1 (s, 1H), 9.50 (s, 1H), 8.41 (s, 1H), 7.71 (d, 2H), 7.59 (s, 2H), 7.24 (m, 5H), 6.38 (s, 1H), 2.28 (s, 3H). M.P. 200-220° C.; LC-MS: 357 (MH+); HPLC RT: 4.57 minutes. Reactants: CC1N(N=C(C2=C(C1)C=C1C(=C2)OCO1)C1=CC=C(C=C1)[N+](=O)[O-])C(NN)=S ((±)-8-Methyl-5-(4-nitrophenyl)-8,9-dihydro-7H-1,3-dioxolo[4,5-h][2,3]benzodiazepine-7-carbothiohydrazide), ClCC(C)=O (chloroacetone). Run in CN(C=O)C (dimethylformamide). Run at time 2 hour. Yields the product CC1N(N=C(C2=C(C1)C=C1C(=C2)OCO1)C1=CC=C(C=C1)[N+](=O)[O-])C=1SCC(=NN1)C ((±)-8-Methyl-7-(5-methyl-6H-1,3,4-thiadiazin-2-yl)-5-(4-nitrophenyl)-8,9-dihydro-7H-1,3-dioxolo[4,5-h][2,3]benzodiazepine). Yield: 66.7%. RXN SMILES: [CH3:1][CH:2]1[CH2:8][C:7]2[CH:9]=[C:10]3[O:15][CH2:14][O:13][C:11]3=[CH:12][C:6]=2[C:5]([C:16]2[CH:21]=[CH:20][C:19]([N+:22]([O-:24])=[O:23])=[CH:18][CH:17]=2)=[N:4][N:3]1[C:25](=[S:28])[NH:26][NH2:27].Cl[CH2:30][C:31](=O)[CH3:32]>CN(C)C=O>[CH3:1][CH:2]1[CH2:8][C:7]2[CH:9]=[C:10]3[O:15][CH2:14][O:13][C:11]3=[CH:12][C:6]=2[C:5]([C:16]2[CH:17]=[CH:18][C:19]([N+:22]([O-:24])=[O:23])=[CH:20][CH:21]=2)=[N:4][N:3]1[C:25]1[S:28][CH2:30][C:31]([CH3:32])=[N:27][N:26]=1. Reported procedure: A mixture of 1.00 g (2.50 mmol) of the starting material XVIII, 20 ml of dimethylformamide and 0.57 g (6.16 mmol) of chloroacetone was stirred at room temperature for 2 h. After dilution with water the precipitated crystals were filtered off and purified by refluxing in ethyl acetate to yield 0.73 g (67%) of the title compound; Mp.: 203-204° C.